Dataset: the Open Reaction Database (ORD), a public repository of structured organic reaction records. Task: describe an organic reaction: reactants, conditions, products, and yield The reactants are NC=1N(N=C2C1C(NC=1C=C(C=CC21)O)=O)C2=C(C=CC(=C2)OC)Cl (3-amino-2-(2-chloro-5-methoxyphenyl)-7-hydroxy-2,5-dihydro-4H-pyrazolo[4,3-c]quinolin-4-one), Cl.Cl.ClCCCN1CCN(CC1)C (1-(3-chloropropyl)-4-methylpiperazine dihydrochloride), C([O-])([O-])=O.[K+].[K+] (potassium carbonate), [I-].[K+] (potassium iodide). Run in CN(C=O)C (N,N-dimethylformamide), O (water). Reaction conditions: temperature 80 celsius, time 4 hour. Yields the product NC=1N(N=C2C1C(NC=1C=C(C=CC21)OCCCN2CCN(CC2)C)=O)C2=CC(=CC=C2)O (3-amino-2-(3-hydroxyphenyl)-7-[3-(4-methyl-1-piperazinyl)propoxy]-2,5-dihydro-4H-pyrazolo[4,3-c]quinolin-4-one). Isolated yield 13.8%. As a reaction SMILES: [NH2:1][C:2]1[N:3]([C:17]2[CH:22]=[C:21]([O:23]C)[CH:20]=[CH:19][C:18]=2Cl)[N:4]=[C:5]2[C:14]3[CH:13]=[CH:12][C:11]([OH:15])=[CH:10][C:9]=3[NH:8][C:7](=[O:16])[C:6]=12.Cl.Cl.Cl[CH2:29][CH2:30][CH2:31][N:32]1[CH2:37][CH2:36][N:35]([CH3:38])[CH2:34][CH2:33]1.C(=O)([O-])[O-].[K+].[K+].[I-].[K+]>O.CN(C)C=O>[NH2:1][C:2]1[N:3]([C:17]2[CH:18]=[CH:19][CH:20]=[C:21]([OH:23])[CH:22]=2)[N:4]=[C:5]2[C:14]3[CH:13]=[CH:12][C:11]([O:15][CH2:29][CH2:30][CH2:31][N:32]4[CH2:37][CH2:36][N:35]([CH3:38])[CH2:34][CH2:33]4)=[CH:10][C:9]=3[NH:8][C:7](=[O:16])[C:6]=12 |f:1.2.3,4.5.6,7.8|. Procedure: A mixture of 3-amino-2-(2-chloro-5-methoxyphenyl)-7-hydroxy-2,5-dihydro-4H-pyrazolo[4,3-c]quinolin-4-one (75 mg), 1-(3-chloropropyl)-4-methylpiperazine dihydrochloride (70 mg), potassium carbonate (112 mg), potassium iodide (5 mg) and N,N-dimethylformamide (3 ml) was stirred at 80° C. for 4 hours. To the reaction mixture was added water, extracted with ethyl acetate. The extract was washed with brine, dried over anhydrous magnesium sulfate and the solvent was distilled off under reduced pressure... The reactants are ClCCCOC1=CC=C(C=C1)C(N)=S (4-(3-chloropropoxy)benzenecarbothioamide), ClC(CCCl)OCC (1,3-dichloro-1-ethoxy-propane), ClCCl (dichloromethane). Run in C(C)O (ethyl alcohol). Reaction conditions: temperature 110 celsius, time 4 hour. Product: ClCCCOC1=CC=C(C=C1)C=1SC=CN1 (2-[4-(3-chloropropoxy)phenyl]-1,3-thiazole). Isolated yield 36.0%. RXN SMILES: [Cl:1][CH2:2][CH2:3][CH2:4][O:5][C:6]1[CH:11]=[CH:10][C:9]([C:12](=[S:14])[NH2:13])=[CH:8][CH:7]=1.Cl[CH:16](OCC)[CH2:17]CCl.ClCCl>C(O)C>[Cl:1][CH2:2][CH2:3][CH2:4][O:5][C:6]1[CH:11]=[CH:10][C:9]([C:12]2[S:14][CH:16]=[CH:17][N:13]=2)=[CH:8][CH:7]=1. Procedure: A solution of 4-(3-chloropropoxy)benzenecarbothioamide ax71 (0.3 g, 1 eq, 1.31 mmol) in ethyl alcohol (5 ml) is treated with 1,3-dichloro-1-ethoxy-propane (0.4 ml, 2.7 eq, 3.6 mmol) and the mixture is stirred at 110° C. during 4 h. The mixture is then poured into dichloromethane (10 ml) and is washed with water. The organic phase is dried over magnesium sulfate and concentrated. Purification by chromatography over silicagel (eluent: dichloromethane) affords 120 mg of 2-[4-(3-chloropropoxy)phenyl... The reactants are Oc1ccc(-c2nc3cc(Br)cnc3[nH]2)cc1, BrCC1CO1, [H-], [Na+], CN(C)C=O. Yields the product Brc1cnc2[nH]c(-c3ccc(OCC4CO4)cc3)nc2c1. Reaction SMILES: [Br:1][c:2]1[cH:3][c:4]2[c:5]([n:6][cH:7]1)[nH:8][c:9](-[c:11]1[cH:12][cH:13][c:14]([OH:17])[cH:15][cH:16]1)[n:10]2.[Br:20][CH2:21][CH:22]1[CH2:23][O:24]1.[H-:18].[Na+:19].[O:25]=[CH:26][N:27]([CH3:28])[CH3:29]>>[Br:1][c:2]1[cH:3][c:4]2[c:5]([n:6][cH:7]1)[nH:8][c:9](-[c:11]1[cH:12][cH:13][c:14]([O:17][CH2:21][CH:22]3[CH2:23][O:24]3)[cH:15][cH:16]1)[n:10]2. The reactants are C(#N)C1=CC=C(C=C1)S(=O)(=O)Cl (4-Cyanophenylsulphonyl chloride), NCC1=CC=C(C=C1)N1CCN(CC1)C1=CC=NC=C1 (1-(4-aminomethylphenyl)-4-(4-pyridyl)piperazine), N1=CC=CC=C1 (pyridine). Yields the product N1=CC=C(C=C1)N1CCN(CC1)C1=C(C=C(C=C1)C#N)CNS(=O)(=O)C1=CC=CC=C1 (1-(4-pyridyl)-4-(4-cyanophenylsulphonamidomethyl-phenyl)piperazine). As a reaction SMILES: C([C:3]1[CH:8]=[CH:7][C:6]([S:9](Cl)(=[O:11])=[O:10])=[CH:5][CH:4]=1)#N.[NH2:13][CH2:14][C:15]1[CH:20]=[CH:19][C:18]([N:21]2[CH2:26][CH2:25][N:24]([C:27]3[CH:32]=[CH:31][N:30]=[CH:29][CH:28]=3)[CH2:23][CH2:22]2)=[CH:17][CH:16]=1.[N:33]1C=CC=C[CH:34]=1>>[N:30]1[CH:31]=[CH:32][C:27]([N:24]2[CH2:23][CH2:22][N:21]([C:18]3[CH:17]=[CH:16][C:15]([C:14]#[N:13])=[CH:20][C:19]=3[CH2:34][NH:33][S:9]([C:6]3[CH:5]=[CH:4][CH:3]=[CH:8][CH:7]=3)(=[O:10])=[O:11])[CH2:26][CH2:25]2)=[CH:28][CH:29]=1. Reported procedure: 4-Cyanophenylsulphonyl chloride (202 mg) was added to a solution of 1-(4-aminomethylphenyl)-4-(4-pyridyl)piperazine (268 mg) in pyridine (20 ml). The mixture was heated on a steam bath for three hours. The solvents were removed by evaporation and water (100 ml) added to give a precipitate which was extracted into ethyl acetate (2×100 ml). The ethyl acetate extracts were combined, washed with water, brine, dried (MgSO4)-10% methanol/methylene chloride as eluent to give a solid which was recrystal...